From a dataset of the Open Reaction Database (ORD), a public repository of structured organic reaction records. describe an organic reaction: reactants, conditions, products, and yield Starting materials: FC(F)(F)c1nnc2ccc(N3CC4CNCC4C3)nn12, O=Cc1ccc(C(F)(F)F)nc1. Yields the product FC(F)(F)c1ccc(CN2CC3CN(c4ccc5nnc(C(F)(F)F)n5n4)CC3C2)cn1. Reaction SMILES: [CH2:1]1[N:2]([c:9]2[cH:10][cH:11][c:12]3[n:13]([n:14]2)[c:15]([C:18]([F:19])([F:20])[F:21])[n:16][n:17]3)[CH2:3][CH:4]2[CH:5]1[CH2:6][NH:7][CH2:8]2.[F:22][C:23]([c:24]1[cH:25][cH:26][c:27]([CH:30]=[O:31])[cH:28][n:29]1)([F:32])[F:33]>>[CH2:1]1[N:2]([c:9]2[cH:10][cH:11][c:12]3[n:13]([n:14]2)[c:15]([C:18]([F:19])([F:20])[F:21])[n:16][n:17]3)[CH2:3][CH:4]2[CH:5]1[CH2:6][N:7]([CH2:30][c:27]1[cH:26][cH:25][c:24]([C:23]([F:22])([F:32])[F:33])[n:29][cH:28]1)[CH2:8]2. Reactants: ClC1=C(C(=O)NCC2(CCCCCC2)O)C=C(C=C1)C=NO (2-chloro-N-(1-hydroxy-cycloheptylmethyl)-5-(hydroxyimino-methyl)-benzamide), C(CC#C)O (but-3-yn-1-ol), Cl[O-].[Na+] (sodium hypochlorite). Reagents/catalysts: C(C)N(CC)CC (triethylamine). Run in ClCCl (dichloromethane), O (water). Reaction conditions: time 5 day. Product: ClC1=C(C(=O)NCC2(CCCCCC2)O)C=C(C=C1)C1=NOC(=C1)CCO (2-Chloro-N-(1-hydroxy-cycloheptylmethyl)-5-[5-(2-hydroxy-ethyl)-isoxazol-3-yl]-benzamide). Isolated yield 22.1%. RXN SMILES: [Cl:1][C:2]1[CH:19]=[CH:18][C:17]([CH:20]=[N:21][OH:22])=[CH:16][C:3]=1[C:4]([NH:6][CH2:7][C:8]1([OH:15])[CH2:14][CH2:13][CH2:12][CH2:11][CH2:10][CH2:9]1)=[O:5].[CH2:23]([OH:27])[CH2:24][C:25]#[CH:26].Cl[O-].[Na+]>C(N(CC)CC)C.ClCCl.O>[Cl:1][C:2]1[CH:19]=[CH:18][C:17]([C:20]2[CH:26]=[C:25]([CH2:24][CH2:23][OH:27])[O:22][N:21]=2)=[CH:16][C:3]=1[C:4]([NH:6][CH2:7][C:8]1([OH:15])[CH2:9][CH2:10][CH2:11][CH2:12][CH2:13][CH2:14]1)=[O:5] |f:2.3|. Procedure: A mixture of 2-chloro-N-(1-hydroxy-cycloheptylmethyl)-5-(hydroxyimino-methyl)-benzamide (50 mg, 0.15 mmol), but-3-yn-1-ol (27 mg, 0.38 mmol), sodium hypochlorite (1 mL, 4%) and triethylamine (2 drops) in dichloromethane (2 mL) was stirred at room temperature for 5 d. The mixture was diluted with water and extracted with ethyl acetate. The combined organic layers were washed with water, and brine, dried over sodium sulfate, filtered and adsorbed onto silica gel. The residue was purified by flash ... Starting materials: N1(CCCC2=CC=CC=C12)S(=O)(=O)C1=CC=C(C(=O)O)C=C1 (4-(3,4-dihydroquinolin-1(2H)-ylsulfonyl)benzoic acid), NC1=C(C=CC=C1)NC(C)=O (N-(2-aminophenyl)acetamide). The product is C(C)(=O)NC1=C(C=CC=C1)NC(C1=CC=C(C=C1)S(=O)(=O)N1CCCC2=CC=CC=C12)=O (N-(2-acetamidophenyl)-4-(3,4-dihydroquinolin-1(2H)-ylsulfonyl)benzamide). As a reaction SMILES: [N:1]1([S:11]([C:14]2[CH:22]=[CH:21][C:17]([C:18](O)=[O:19])=[CH:16][CH:15]=2)(=[O:13])=[O:12])[C:10]2[C:5](=[CH:6][CH:7]=[CH:8][CH:9]=2)[CH2:4][CH2:3][CH2:2]1.[NH2:23][C:24]1[CH:29]=[CH:28][CH:27]=[CH:26][C:25]=1[NH:30][C:31](=[O:33])[CH3:32]>>[C:31]([NH:30][C:25]1[CH:26]=[CH:27][CH:28]=[CH:29][C:24]=1[NH:23][C:18](=[O:19])[C:17]1[CH:16]=[CH:15][C:14]([S:11]([N:1]2[C:10]3[C:5](=[CH:6][CH:7]=[CH:8][CH:9]=3)[CH2:4][CH2:3][CH2:2]2)(=[O:13])=[O:12])=[CH:22][CH:21]=1)(=[O:33])[CH3:32]. Reported procedure: 4-(3,4-dihydroquinolin-1(2H)-ylsulfonyl)benzoic acid (1) (100 mg, 0.32 mmol) was treated with N-(2-aminophenyl)acetamide (36 mg, 0.24 mmol) using method B. The residue was purified using flash chromatography eluting with 0-40% EtOAc in hexanes. The resulting solid was triturated with dichloromethane/hexanes to give N-(2-acetamidophenyl)-4-(3,4-dihydroquinolin-1(2H)-ylsulfonyl)benzamide as an off-white solid. Yield: 26 mg (24%). 1H-NMR: 10.01 (s, 1H), 9.60 (s, 1H), 8.07 (d, J=8.5 Hz, 2H), 7.77 (d... Reactants: CCOC(=O)C1CCC(CNC(=O)N2CCC3(CC2)OC(=O)c2ccccc23)CC1, C1CCOC1, O. Yields the product O=C1OC2(CCN(C(=O)NCC3CCC(C(=O)O)CC3)CC2)c2ccccc21. RXN SMILES: [CH2:1]([CH3:2])[O:3][C:4](=[O:5])[CH:6]1[CH2:7][CH2:8][CH:9]([CH2:12][NH:13][C:14](=[O:15])[N:16]2[CH2:17][CH2:18][C:19]3([O:20][C:21](=[O:28])[c:22]4[cH:23][cH:24][cH:25][cH:26][c:27]43)[CH2:29][CH2:30]2)[CH2:10][CH2:11]1.[CH2:32]1[O:33][CH2:34][CH2:35][CH2:36]1.[OH2:31]>>[O:3]=[C:4]([OH:5])[CH:6]1[CH2:7][CH2:8][CH:9]([CH2:12][NH:13][C:14](=[O:15])[N:16]2[CH2:17][CH2:18][C:19]3([O:20][C:21](=[O:28])[c:22]4[cH:23][cH:24][cH:25][cH:26][c:27]43)[CH2:29][CH2:30]2)[CH2:10][CH2:11]1. Starting materials: ClC1=C(COC2=C(C=CC=C2)C(=C)C)C=CC(=C1)Cl (2-[2-(2,4-Dichlorobenzyloxy)phenyl]-1-propene), BrN1C(CCC1=O)=O (N-bromosuccinimide), O (water). The reagents and catalysts are N(=NC(C#N)(C)C)C(C#N)(C)C (azobisisobutyronitrile). Solvent: C(Cl)(Cl)(Cl)Cl (carbon tetrachloride). Run at time 12 hour. The product is ClC1=C(COC2=C(C=CC=C2)C(=C)CBr)C=CC(=C1)Cl (2-[2-(2,4-Dichlorobenzyloxy)phenyl]-3-bromo-1-propene). The yield is 41.0%. RXN SMILES: [Cl:1][C:2]1[CH:18]=[C:17]([Cl:19])[CH:16]=[CH:15][C:3]=1[CH2:4][O:5][C:6]1[CH:11]=[CH:10][CH:9]=[CH:8][C:7]=1[C:12]([CH3:14])=[CH2:13].[Br:20]N1C(=O)CCC1=O.O>C(Cl)(Cl)(Cl)Cl.N(C(C)(C)C#N)=NC(C)(C)C#N>[Cl:1][C:2]1[CH:18]=[C:17]([Cl:19])[CH:16]=[CH:15][C:3]=1[CH2:4][O:5][C:6]1[CH:11]=[CH:10][CH:9]=[CH:8][C:7]=1[C:12]([CH2:14][Br:20])=[CH2:13]. Reported procedure: 2-[2-(2,4-Dichlorobenzyloxy)phenyl]-1-propene (1.0 g, 3.41 mmole), N-bromosuccinimide (0.61 g, 3.41 mmole) and azobisisobutyronitrile (2.8 mg, 0.017 mmole) were suspended in carbon tetrachloride (4 ml) and the suspension was refluxed with stirring for 12 hours. Then, the mixture was poured into water (30 ml) and extracted with ethyl acetate (50 ml). The extract was washed with water (50 ml) and dried over anhydrous soidum sulfate. After distilling off the solvent under reduced pressure, the resi...